This data is from the Open Reaction Database (ORD), a public repository of structured organic reaction records. The task is: describe an organic reaction: reactants, conditions, products, and yield Yields the product O=C(C=Cc1ccc(Cl)cc1Cl)c1cccc(OC2CCCCO2)c1. Reaction SMILES: [CH3:29][CH2:30][OH:31].[Cl:17][c:18]1[c:19]([CH:20]=[O:21])[cH:22][cH:23][c:24]([Cl:26])[cH:25]1.[K+:28].[O:1]1[CH:2]([O:7][c:8]2[cH:9][c:10]([C:14]([CH3:15])=[O:16])[cH:11][cH:12][cH:13]2)[CH2:3][CH2:4][CH2:5][CH2:6]1.[OH-:27]>>[O:1]1[CH:2]([O:7][c:8]2[cH:9][c:10]([C:14]([CH:15]=[CH:20][c:19]3[c:18]([Cl:17])[cH:25][c:24]([Cl:26])[cH:23][cH:22]3)=[O:16])[cH:11][cH:12][cH:13]2)[CH2:3][CH2:4][CH2:5][CH2:6]1. The reactants are CCO, O=Cc1ccc(Cl)cc1Cl, [K+], CC(=O)c1cccc(OC2CCCCO2)c1, [OH-]. The reactants are CNCCC (methylpropylamine), COC(C1=CC(=NC(=C1)S(=O)(=O)C)Cl)=O (2-chloro-6-methanesulfonyl-isonicotinic acid methyl ester), C1(=CC=CC=C1)P(C1=C(C2=CC=CC=C2C=C1)C1=C(C=CC2=CC=CC=C12)P(C1=CC=CC=C1)C1=CC=CC=C1)C1=CC=CC=C1 (racemic 2,2′-bis(diphenylphosphino)-1,1′-binaphthyl), C([O-])([O-])=O.[Cs+].[Cs+] (cesium carbonate). Reagents/catalysts: C(C)(=O)[O-].[Pd+2].C(C)(=O)[O-] (palladium acetate). Run in C1(=CC=CC=C1)C (toluene). Conditions: temperature 80 celsius, time 18 hour. Product: COC(C1=CC(=NC(=C1)N(CCC)C)S(=O)(=O)C)=O (2-Methanesulfonyl-6-(methylpropylamino)-isonicotinic acid methyl ester). Yield: 63.2%. Reaction SMILES: [CH3:1][NH:2][CH2:3][CH2:4][CH3:5].[CH3:6][O:7][C:8](=[O:20])[C:9]1[CH:14]=[C:13]([S:15]([CH3:18])(=[O:17])=[O:16])[N:12]=[C:11](Cl)[CH:10]=1.C1(P(C2C=CC=CC=2)C2C=CC3C(=CC=CC=3)C=2C2C3C(=CC=CC=3)C=CC=2P(C2C=CC=CC=2)C2C=CC=CC=2)C=CC=CC=1.C(=O)([O-])[O-].[Cs+].[Cs+]>C1(C)C=CC=CC=1.C([O-])(=O)C.[Pd+2].C([O-])(=O)C>[CH3:6][O:7][C:8](=[O:20])[C:9]1[CH:10]=[C:11]([N:2]([CH3:1])[CH2:3][CH2:4][CH3:5])[N:12]=[C:13]([S:15]([CH3:18])(=[O:17])=[O:16])[CH:14]=1 |f:3.4.5,7.8.9|. Reported procedure: Add methylpropylamine (0.21 mL, 2.0 mmol) to a suspension of 2-chloro-6-methanesulfonyl-isonicotinic acid methyl ester (0.25 g, 1.0 mmol), palladium acetate (0.022 g, 0.1 mmol), racemic 2,2′-bis(diphenylphosphino)-1,1′-binaphthyl (0.062 g, 0.1 mmol), and cesium carbonate (0.325 g, 1.0 mmol) in toluene (5 mL) at room temperature and stir 18 h at 80° C. Cool, filter through a filtering agent and purify (silica gel chromatography, eluting with 20:80 to 40:60 ethyl acetate:hexanes) to give the title... The reactants are OCc1ccc(I)c(OCc2ccccc2)c1, ClCCl. The product is O=Cc1ccc(I)c(OCc2ccccc2)c1. RXN SMILES: [CH2:1]([c:2]1[cH:3][cH:4][cH:5][cH:6][cH:7]1)[O:8][c:9]1[cH:10][c:11]([CH2:12][OH:13])[cH:14][cH:15][c:16]1[I:17].[Cl:18][CH2:19][Cl:20]>>[CH2:1]([c:2]1[cH:3][cH:4][cH:5][cH:6][cH:7]1)[O:8][c:9]1[cH:10][c:11]([CH:12]=[O:13])[cH:14][cH:15][c:16]1[I:17]. The reactants are N1C(CNCC1)=O (Piperazine-2-one), ClC1=CC=C(C=C1)C1N=C(N(C1C1=CC=C(C=C1)Cl)C(=O)N1CCC(CC1)CBr)C1=C(C=C(C=C1)C(F)(F)F)OCC ([4,5-bis-(4-chloro-phenyl)-2-(2-ethoxy-4-trifluoromethyl-phenyl)-4,5-dihydro-imidazol-1-yl]-[4-bromomethyl-piperidin-1-yl]-methanone). Run in CN(C=O)C (dimethylformamide). Reaction conditions: temperature 70 celsius, time 8 hour. Yields the product ClC1=CC=C(C=C1)C1N=C(N(C1C1=CC=C(C=C1)Cl)C(=O)N1CCC(CC1)CN1CC(NCC1)=O)C1=C(C=C(C=C1)C(F)(F)F)OCC ([4,5-bis-(4-chloro-phenyl)-2-(2-ethoxy-4-trifluoromethyl-phenyl)-4,5-dihydro-imidazol-1-yl]-[4-(piperazin-2-one-4-yl-methyl)-piperidin-1-yl]-methanone). RXN SMILES: [NH:1]1[CH2:6][CH2:5][NH:4][CH2:3][C:2]1=[O:7].[Cl:8][C:9]1[CH:14]=[CH:13][C:12]([CH:15]2[CH:19]([C:20]3[CH:25]=[CH:24][C:23]([Cl:26])=[CH:22][CH:21]=3)[N:18]([C:27]([N:29]3[CH2:34][CH2:33][CH:32]([CH2:35]Br)[CH2:31][CH2:30]3)=[O:28])[C:17]([C:37]3[CH:42]=[CH:41][C:40]([C:43]([F:46])([F:45])[F:44])=[CH:39][C:38]=3[O:47][CH2:48][CH3:49])=[N:16]2)=[CH:11][CH:10]=1>CN(C)C=O>[Cl:8][C:9]1[CH:14]=[CH:13][C:12]([CH:15]2[CH:19]([C:20]3[CH:21]=[CH:22][C:23]([Cl:26])=[CH:24][CH:25]=3)[N:18]([C:27]([N:29]3[CH2:34][CH2:33][CH:32]([CH2:35][N:4]4[CH2:5][CH2:6][NH:1][C:2](=[O:7])[CH2:3]4)[CH2:31][CH2:30]3)=[O:28])[C:17]([C:37]3[CH:42]=[CH:41][C:40]([C:43]([F:44])([F:45])[F:46])=[CH:39][C:38]=3[O:47][CH2:48][CH3:49])=[N:16]2)=[CH:11][CH:10]=1. Procedure details: Piperazine-2-one (21 mg, 0.21 mmol) was added to a solution [4,5-bis-(4-chloro-phenyl)-2-(2-ethoxy-4-trifluoromethyl-phenyl)-4,5-dihydro-imidazol-1-yl]-[4-bromomethyl-piperidin-1-yl]-methanone (48 mg, 0.07 mmol) in anhydrous dimethylformamide (2.0 mL). The mixture was stirred overnight at 70° C. The reaction mixture was cooled to ambient temperature and partitioned between methylene chloride and a saturated aqueous solution of ammonium chloride. The aqueous phase was extracted with methylene chl... Starting materials: C(C)(=O)OCC (ethyl acetate), COC(C1=C(C=C(C=C1C)Br)CBr)=O (4-bromo-2-bromomethyl-6-methyl-benzoic acid methyl ester), FC(OC1=CC=C(CN)C=C1)(F)F (4-trifluoromethoxy-benzylamine), C(=O)([O-])[O-].[K+].[K+] (K2CO3). Run in C1(=CC=CC=C1)C (toluene), CCCCCC (hexane). Conditions: temperature 100 celsius, time 2 hour. Product: BrC=1C=C2CN(C(C2=C(C1)C)=O)CC1=CC=C(C=C1)OC(F)(F)F (5-bromo-7-methyl-2-(4-trifluoromethoxy-benzyl)-2,3-dihydro-isoindol-1-one). Isolated yield 60.5%. Reaction SMILES: CO[C:3](=[O:14])[C:4]1[C:9]([CH3:10])=[CH:8][C:7]([Br:11])=[CH:6][C:5]=1[CH2:12]Br.[F:15][C:16]([F:27])([F:26])[O:17][C:18]1[CH:25]=[CH:24][C:21]([CH2:22][NH2:23])=[CH:20][CH:19]=1.C([O-])([O-])=O.[K+].[K+].C(OCC)(=O)C>C1(C)C=CC=CC=1.CCCCCC>[Br:11][C:7]1[CH:6]=[C:5]2[C:4](=[C:9]([CH3:10])[CH:8]=1)[C:3](=[O:14])[N:23]([CH2:22][C:21]1[CH:24]=[CH:25][C:18]([O:17][C:16]([F:15])([F:26])[F:27])=[CH:19][CH:20]=1)[CH2:12]2 |f:2.3.4|. Procedure: A mixture of 4-bromo-2-bromomethyl-6-methyl-benzoic acid methyl ester (1.61 g, 5.0 mmol), 4-trifluoromethoxy-benzylamine (0.916 mL, 6.0 mmol), and K2CO3 (1.24 g, 9.0 mmol) in toluene (10 mL) was heated with stirring at 100° C. for 2 h. Workup and silica gel column chromatography using 30% ethyl acetate in hexane afforded 5-bromo-7-methyl-2-(4-trifluoromethoxy-benzyl)-2,3-dihydro-isoindol-1-one (1.21 g, 60%). GC-MS: m/z 399 (M)+, 316 (M−83)+. The reactants are BrCc1ccccc1, CN(C)C=O, CC(C)(C)OC(=O)CC1(CC(=O)OC(C)(C)C)C(=O)Nc2ccccc21, [H-], [Na+]. Product: CC(C)(C)OC(=O)CC1(CC(=O)OC(C)(C)C)C(=O)N(Cc2ccccc2)c2ccccc21. Reaction SMILES: [Br:29][CH2:30][c:31]1[cH:32][cH:33][cH:34][cH:35][cH:36]1.[CH3:37][N:38]([CH3:39])[CH:40]=[O:41].[CH3:3][C:4]([CH3:5])([O:6][C:7](=[O:8])[CH2:9][C:10]1([CH2:20][C:21](=[O:22])[O:23][C:24]([CH3:25])([CH3:26])[CH3:27])[C:11](=[O:19])[NH:12][c:13]2[cH:14][cH:15][cH:16][cH:17][c:18]21)[CH3:28].[H-:1].[Na+:2]>>[CH3:3][C:4]([CH3:5])([O:6][C:7](=[O:8])[CH2:9][C:10]1([CH2:20][C:21](=[O:22])[O:23][C:24]([CH3:25])([CH3:26])[CH3:27])[C:11](=[O:19])[N:12]([CH2:30][c:31]2[cH:32][cH:33][cH:34][cH:35][cH:36]2)[c:13]2[cH:14][cH:15][cH:16][cH:17][c:18]21)[CH3:28]. Starting materials: C1(CC1)N1C=C(C(C2=CC(=C(C(=C12)F)F)F)=O)C(=O)O (1-cyclopropyl-6,7,8-trifluoro-1,4-dihydro-4-oxoquinoline-3-carboxylic acid), C(C)(=O)NCC1CNCCC1 (3-acetamidomethylpiperidine). The solvent is C(C)N(CC)CC (triethylamine). Reaction conditions: time 6 hour. Product: C(C)(=O)NCC1CN(CCC1)C1=C(C=C2C(C(=CN(C2=C1F)C1CC1)C(=O)O)=O)F (7-(3-acetamidomethylpiperidin-1-yl)-1-cyclopropyl-6,8-difluoro-1,4-dihydro-4-oxoquinoline-3-carboxylic acid). The yield is 83.5%. As a reaction SMILES: [CH:1]1([N:4]2[C:13]3[C:8](=[CH:9][C:10]([F:16])=[C:11](F)[C:12]=3[F:14])[C:7](=[O:17])[C:6]([C:18]([OH:20])=[O:19])=[CH:5]2)[CH2:3][CH2:2]1.[C:21]([NH:24][CH2:25][CH:26]1[CH2:31][CH2:30][CH2:29][NH:28][CH2:27]1)(=[O:23])[CH3:22]>C(N(CC)CC)C>[C:21]([NH:24][CH2:25][CH:26]1[CH2:31][CH2:30][CH2:29][N:28]([C:11]2[C:12]([F:14])=[C:13]3[C:8]([C:7](=[O:17])[C:6]([C:18]([OH:20])=[O:19])=[CH:5][N:4]3[CH:1]3[CH2:3][CH2:2]3)=[CH:9][C:10]=2[F:16])[CH2:27]1)(=[O:23])[CH3:22]. Reported procedure: A mixture of 1-cyclopropyl-6,7,8-trifluoro-1,4-dihydro-4-oxoquinoline-3-carboxylic acid(2.83 g), 3-acetamidomethylpiperidine (1.87 g) and triethylamine (1.5 g) inacetonitrile (60 ml) was refluxed with stirring for 6 hours. The precipitate was filtered to give 7-(3-acetamidomethylpiperidin-1-yl)-1-cyclopropyl-6,8-difluoro-1,4-dihydro-4-oxoquinoline-3-carboxylic acid (3.5 g). The product (3.0 g) was suspended in 6N hydrochloric acid (50 ml) and heated at 100° C. with stirring for 5 hours. The reac... Starting materials: N#Cc1cc(C(=O)Cl)c2ccccc2c1, CCN(C(C)C)C(C)C, ClCCl, C=CCC(CNC)c1ccc(F)cc1. Product: C=CCC(CN(C)C(=O)c1cc(C#N)cc2ccccc12)c1ccc(F)cc1. As a reaction SMILES: [C:24](#[N:25])[c:26]1[cH:27][c:28]([C:36](=[O:37])[Cl:38])[c:29]2[cH:30][cH:31][cH:32][cH:33][c:34]2[cH:35]1.[CH:15]([N:16]([CH2:17][CH3:18])[CH:19]([CH3:20])[CH3:21])([CH3:22])[CH3:23].[Cl:39][CH2:40][Cl:41].[F:1][c:2]1[cH:3][cH:4][c:5]([CH:8]([CH2:9][NH:10][CH3:11])[CH2:12][CH:13]=[CH2:14])[cH:6][cH:7]1>>[F:1][c:2]1[cH:3][cH:4][c:5]([CH:8]([CH2:9][N:10]([CH3:11])[C:36]([c:28]2[cH:27][c:26]([C:24]#[N:25])[cH:35][c:34]3[c:29]2[cH:30][cH:31][cH:32][cH:33]3)=[O:37])[CH2:12][CH:13]=[CH2:14])[cH:6][cH:7]1. The reactants are CC[SiH](CC)CC, Nc1cccc(C(=O)c2ccc3c(c2)NC(=O)C3)c1. Yields the product Nc1cccc(Cc2ccc3c(c2)NC(=O)C3)c1. As a reaction SMILES: [CH2:20]([SiH:21]([CH2:22][CH3:23])[CH2:24][CH3:25])[CH3:26].[NH2:1][c:2]1[cH:3][c:4]([C:5](=[O:6])[c:7]2[cH:8][cH:9][c:10]3[c:14]([cH:15]2)[NH:13][C:12](=[O:16])[CH2:11]3)[cH:17][cH:18][cH:19]1>>[NH2:1][c:2]1[cH:3][c:4]([CH2:5][c:7]2[cH:8][cH:9][c:10]3[c:14]([cH:15]2)[NH:13][C:12](=[O:16])[CH2:11]3)[cH:17][cH:18][cH:19]1. Starting materials: C(Cl)Cl (CH2Cl2), C([O-])([O-])=O.[Na+].[Na+] (sodium carbonate), ClC=1C(=CC(=NC1)NC1CCN(CC1)C(=O)OC(C)(C)C)I (tert-butyl 4-(5-chloro-4-iodopyridin-2-yl-amino)piperidine-1-carboxylate), FC1=NC(=CC=C1)B1OC(C(O1)(C)C)(C)C (2-fluoro-6-(4,4,5,5-tetramethyl-1,3,2-dioxaborolan-2-yl)pyridine). The reagents and catalysts are C1=CC=C(C=C1)P([C-]2C=CC=C2)C3=CC=CC=C3.C1=CC=C(C=C1)P([C-]2C=CC=C2)C3=CC=CC=C3.Cl[Pd]Cl.[Fe+2] (PdCl2(dppf)). Run in COCCOC (DME), C(C)(=O)OCC (ethyl acetate). Reaction conditions: temperature 100 celsius, time 2 hour. The product is ClC=1C(=CC(=NC1)NC1CCN(CC1)C(=O)OC(C)(C)C)C1=NC(=CC=C1)F (tert-butyl 4-(5′-chloro-6-fluoro-2,4′-bipyridin-2′-yl-amino)piperidine-1-carboxylate). Yield: 82.8%. RXN SMILES: [Cl:1][C:2]1[C:3](I)=[CH:4][C:5]([NH:8][CH:9]2[CH2:14][CH2:13][N:12]([C:15]([O:17][C:18]([CH3:21])([CH3:20])[CH3:19])=[O:16])[CH2:11][CH2:10]2)=[N:6][CH:7]=1.[F:23][C:24]1[CH:29]=[CH:28][CH:27]=[C:26](B2OC(C)(C)C(C)(C)O2)[N:25]=1.C(Cl)Cl.C(=O)([O-])[O-].[Na+].[Na+]>C1C=CC(P(C2C=CC=CC=2)[C-]2C=CC=C2)=CC=1.C1C=CC(P(C2C=CC=CC=2)[C-]2C=CC=C2)=CC=1.Cl[Pd]Cl.[Fe+2].C(OCC)(=O)C.COCCOC>[Cl:1][C:2]1[C:3]([C:26]2[CH:27]=[CH:28][CH:29]=[C:24]([F:23])[N:25]=2)=[CH:4][C:5]([NH:8][CH:9]2[CH2:14][CH2:13][N:12]([C:15]([O:17][C:18]([CH3:21])([CH3:20])[CH3:19])=[O:16])[CH2:11][CH2:10]2)=[N:6][CH:7]=1 |f:3.4.5,6.7.8.9|. Reported procedure: A mixture of tert-butyl 4-(5-chloro-4-iodopyridin-2-yl-amino)piperidine-1-carboxylate (468 mg, 1.069 mmol), 2-fluoro-6-(4,4,5,5-tetramethyl-1,3,2-dioxaborolan-2-yl)pyridine (429 mg, 1.925 mmol), PdCl2(dppf).CH2Cl2 adduct (87 mg, 0.107 mmol), DME (7.5 ml), and 2M sodium carbonate (2.406 ml, 4.81 mmol) reaction mixture was stirred at 100° C. for 2 hr. The reaction mixture was cooled to room temperature, mixed with 20 ml of ethyl acetate, filtered and concentrated to yield a crude material. The cru...